Task: describe an organic reaction: reactants, conditions, products, and yield. Dataset: the Open Reaction Database (ORD), a public repository of structured organic reaction records The reactants are CC(C)Sc1ccc(N)cc1CN(C)C(=O)OC(C)(C)C, O=C(Cl)Oc1ccccc1, ClCCl, O, c1ccncc1. As a reaction SMILES: [C:11]([CH3:12])([CH3:13])([CH3:14])[O:15][C:16]([N:17]([CH3:18])[CH2:19][c:20]1[c:21]([S:27][CH:28]([CH3:29])[CH3:30])[cH:22][cH:23][c:24]([NH2:26])[cH:25]1)=[O:31].[Cl:1][C:2](=[O:3])[O:4][c:5]1[cH:6][cH:7][cH:8][cH:9][cH:10]1.[Cl:38][CH2:39][Cl:40].[OH2:41].[cH:32]1[cH:33][cH:34][n:35][cH:36][cH:37]1>>[C:2](=[O:3])([O:4][c:5]1[cH:6][cH:7][cH:8][cH:9][cH:10]1)[NH:26][c:24]1[cH:23][cH:22][c:21]([S:27][CH:28]([CH3:29])[CH3:30])[c:20]([CH2:19][N:17]([C:16]([O:15][C:11]([CH3:12])([CH3:13])[CH3:14])=[O:31])[CH3:18])[cH:25]1. Yields the product CC(C)Sc1ccc(NC(=O)Oc2ccccc2)cc1CN(C)C(=O)OC(C)(C)C. As a reaction SMILES: Br[C:2]1[CH:3]=[CH:4][C:5]([C:10]([N:12]2[CH2:17][CH2:16][N:15]([C:18]3[C:23]([CH3:24])=[CH:22][C:21]([CH:25]4[CH2:27][CH2:26]4)=[CH:20][N:19]=3)[CH2:14][CH2:13]2)=[O:11])=[C:6]([CH:9]=1)[C:7]#[N:8].[S:28]1(=[O:34])(=[O:33])[CH2:32][CH2:31][CH2:30][NH:29]1>>[CH:25]1([C:21]2[CH:22]=[C:23]([CH3:24])[C:18]([N:15]3[CH2:16][CH2:17][N:12]([C:10]([C:5]4[CH:4]=[CH:3][C:2]([N:29]5[CH2:30][CH2:31][CH2:32][S:28]5(=[O:34])=[O:33])=[CH:9][C:6]=4[C:7]#[N:8])=[O:11])[CH2:13][CH2:14]3)=[N:19][CH:20]=2)[CH2:27][CH2:26]1. The yield is 83.0%. Product: C1(CC1)C=1C=C(C(=NC1)N1CCN(CC1)C(=O)C1=C(C#N)C=C(C=C1)N1S(CCC1)(=O)=O)C (2-[4-(5-cyclopropyl-3-methylpyridin-2-yl)piperazine-1-carbonyl]-5-(1,1-dioxo-1λ6-isothiazolidin-2-yl)benzonitrile). Procedure details: Using 5-bromo-2-[4-(5-cyclopropyl-3-methylpyridin-2-yl)piperazine-1-carbonyl]benzonitrile (425 mg) described in Preparation Example 189 and isothiazolidine 1,1-dioxide (158 mg) and by the reaction and treatment in the same manner as in Example 262, the title compound (386 mg) was obtained. Starting materials: BrC=1C=CC(=C(C#N)C1)C(=O)N1CCN(CC1)C1=NC=C(C=C1C)C1CC1 (5-bromo-2-[4-(5-cyclopropyl-3-methylpyridin-2-yl)piperazine-1-carbonyl]benzonitrile), S1(NCCC1)(=O)=O (isothiazolidine 1,1-dioxide). Starting materials: C(C(C)C)C1C(C(C1)C(=O)OCC)N1CCCCC1 (Ethyl 3-isobutyl-2-piperidin-1-ylcyclobutanecarboxylate), C1(=CC=C(C=C1)S(=O)(=O)OC)C (methyl p-toluenesulfonate). Run in O (water). Conditions: temperature 110 celsius, time 2 hour. The product is C(C(C)C)C1C=C(C1)C(=O)O (3-Isobutyl-1-cyclobutenecarboxylic acid). The yield is 41.9%. Reaction SMILES: [CH2:1]([CH:5]1[CH2:8][CH:7]([C:9]([O:11]CC)=[O:10])[CH:6]1N1CCCCC1)[CH:2]([CH3:4])[CH3:3].C1(C)C=CC(S(OC)(=O)=O)=CC=1>O>[CH2:1]([CH:5]1[CH2:8][C:7]([C:9]([OH:11])=[O:10])=[CH:6]1)[CH:2]([CH3:4])[CH3:3]. Procedure: Ethyl 3-isobutyl-2-piperidin-1-ylcyclobutanecarboxylate (994 g) and methyl p-toluenesulfonate (337 mL) were mixed. The mixture was stirred at 110° C. for 2 hr and water (1100 mL) was added to the mixture. The resulting mixture was washed with tert-butyl methyl ether/hexane=1/1 (600 mL) and hexane (600 mL). To the aqueous layer was added potassium hydroxide (503 g) at ice temperature. The resulting mixture was stirred at 95° C. for 4 hr. The reaction mixture was washed with diethyl ether (500 mL)... Starting materials: ClC1=C(C=CC(=C1)Cl)C=C(C(C)(C)C)C (1-(2,4-dichlorophenyl)-2,3,3-trimethylbut-1-ene), BrN1C(CCC1=O)=O (N-bromosuccinimide), CC(C)(C#N)N=NC(C)(C)C#N (azodiisobutyrodinitrile). Run in ClC(C(Cl)Cl)Cl (1,1,2,2-tetrachloroethane). Yields the product BrCC(=CC1=C(C=C(C=C1)Cl)Cl)C(C)(C)C (2-bromomethyl-1-(2,4-dichlorophenyl)-3,3-dimethylbut-1-ene). Isolated yield 62.1%. As a reaction SMILES: [Cl:1][C:2]1[CH:7]=[C:6]([Cl:8])[CH:5]=[CH:4][C:3]=1[CH:9]=[C:10]([CH3:15])[C:11]([CH3:14])([CH3:13])[CH3:12].[Br:16]N1C(=O)CCC1=O.CC(N=NC(C#N)(C)C)(C#N)C>ClC(Cl)C(Cl)Cl>[Br:16][CH2:15][C:10]([C:11]([CH3:14])([CH3:13])[CH3:12])=[CH:9][C:3]1[CH:4]=[CH:5][C:6]([Cl:8])=[CH:7][C:2]=1[Cl:1]. Procedure details: A mixture of 24.3 g (0.1 mol) of 1-(2,4-dichlorophenyl)-2,3,3-trimethylbut-1-ene, 17.8 g (0.1 mol) of N-bromosuccinimide and a spatula-tip of azodiisobutyrodinitrile in 100 ml of absolute 1,1,2,2-tetrachloroethane is boiled under reflux overnight. For working up, the mixture is concentrated in vacuo, the residue is taken up in carbon tetrachloride, the mixture is filtered and the filtrate is distilled. 20 g (62.1% of theory) of 2-bromomethyl-1-(2,4-dichlorophenyl)-3,3-dimethylbut-1-ene of boilin... Starting materials: C=O (formaldehyde), [BH3-]C#N.[Na+] (NaBH3CN), N1CCC2=CC=CC=C12 (indoline). Reagents/catalysts: CC(=O)O (HOAc). Solvent: CO (MeOH), C(Cl)Cl (CH2Cl2). Conditions: time 1 hour. Yields the product CN1CCC2=CC=CC=C12 (N-methyl indoline). Yield: 214.5%. Reaction SMILES: [NH:1]1[C:9]2[C:4](=[CH:5][CH:6]=[CH:7][CH:8]=2)[CH2:3][CH2:2]1.C=O.[BH3-][C:13]#N.[Na+]>CO.CC(O)=O.C(Cl)Cl>[CH3:13][N:1]1[C:9]2[C:4](=[CH:5][CH:6]=[CH:7][CH:8]=2)[CH2:3][CH2:2]1 |f:2.3|. Procedure: The indoline product from Example 47, Step B (16 mg, 0.049 mmol) was dissolved in MeOH (2 mL) in a 25-mL flask under N2. A catalytic amount of HOAc (1 drop) and aqueous formaldehyde (15 μL, 0.15 mmol) were added, and the mixture stirred for 1 h. NaBH3CN (16 mg, 0.25 mmol) was added, and the mixture stirred for an additional 1 h. The mixture was diluted with CH2Cl2 (50 mL), then washed sequentially with 0.5 N NaOH (25 mL) and sat. aq. NaCl (25 mL). The organic layer was dried over Na2SO4, filtere... The reactants are NC(CCCCNC(=O)OCc1ccccc1)C(=O)O, CCOC(C)=O, Cl, [Na+], C1COCCO1, [OH-], Cc1ccc(S(=O)(=O)Cl)cc1. The product is Cc1ccc(S(=O)(=O)NC(CCCCNC(=O)OCc2ccccc2)C(=O)O)cc1. RXN SMILES: [C:1](=[O:2])([O:3][CH2:4][c:5]1[cH:6][cH:7][cH:8][cH:9][cH:10]1)[NH:11][CH2:12][CH2:13][CH2:14][CH2:15][CH:16]([NH2:17])[C:18](=[O:19])[OH:20].[CH3:41][CH2:42][O:43][C:44](=[O:45])[CH3:46].[ClH:32].[Na+:34].[O:35]1[CH2:36][CH2:37][O:38][CH2:39][CH2:40]1.[OH-:33].[c:21]1([CH3:31])[cH:22][cH:23][c:24]([S:27](=[O:28])(=[O:29])[Cl:30])[cH:25][cH:26]1>>[C:1](=[O:2])([O:3][CH2:4][c:5]1[cH:6][cH:7][cH:8][cH:9][cH:10]1)[NH:11][CH2:12][CH2:13][CH2:14][CH2:15][CH:16]([NH:17][S:27]([c:24]1[cH:23][cH:22][c:21]([CH3:31])[cH:26][cH:25]1)(=[O:28])=[O:29])[C:18](=[O:19])[OH:20]. Reactants: ClCC1CN(Cc2ccccc2)CCN1Cc1ccccc1, O=C(c1c[nH]c2cc(Cl)ccc12)N1CCC2(CC1)OCc1ccccc12. Product: O=C(c1cn(CC2CN(Cc3ccccc3)CCN2Cc2ccccc2)c2cc(Cl)ccc12)N1CCC2(CC1)OCc1ccccc12. Reaction SMILES: [CH2:27]([c:28]1[cH:29][cH:30][cH:31][cH:32][cH:33]1)[N:34]1[CH:35]([CH2:47][Cl:48])[CH2:36][N:37]([CH2:40][c:41]2[cH:42][cH:43][cH:44][cH:45][cH:46]2)[CH2:38][CH2:39]1.[Cl:1][c:2]1[cH:3][cH:4][c:5]2[c:6]([C:11](=[O:12])[N:13]3[CH2:14][CH2:15][C:16]4([O:17][CH2:18][c:19]5[c:20]4[cH:21][cH:22][cH:23][cH:24]5)[CH2:25][CH2:26]3)[cH:7][nH:8][c:9]2[cH:10]1>>[Cl:1][c:2]1[cH:3][cH:4][c:5]2[c:6]([C:11](=[O:12])[N:13]3[CH2:14][CH2:15][C:16]4([O:17][CH2:18][c:19]5[c:20]4[cH:21][cH:22][cH:23][cH:24]5)[CH2:25][CH2:26]3)[cH:7][n:8]([CH2:47][CH:35]3[N:34]([CH2:27][c:28]4[cH:29][cH:30][cH:31][cH:32][cH:33]4)[CH2:39][CH2:38][N:37]([CH2:40][c:41]4[cH:42][cH:43][cH:44][cH:45][cH:46]4)[CH2:36]3)[c:9]2[cH:10]1. Reactants: NC1=CC=C(C(=O)O)C=C1 (4-aminobenzoic acid), CN=C=O (methylisocyanate). Solvent: C(Cl)(Cl)Cl (chloroform). Run at time 3 day. Yields the product CNC(=O)NC1=CC=C(C(=O)O)C=C1 (4-(Methylaminocarbonylamino)benzoic acid). The yield is 5.3%. Reaction SMILES: [NH2:1][C:2]1[CH:10]=[CH:9][C:5]([C:6]([OH:8])=[O:7])=[CH:4][CH:3]=1.[CH3:11][N:12]=[C:13]=[O:14]>C(Cl)(Cl)Cl>[CH3:11][NH:12][C:13]([NH:1][C:2]1[CH:10]=[CH:9][C:5]([C:6]([OH:8])=[O:7])=[CH:4][CH:3]=1)=[O:14]. Reported procedure: A mixture of 3.0 g (0.22 mol) of 4-aminobenzoic acid (Aldrich) in 100 mL of chloroform was treated with 10 g (0.175 mol) of methylisocyanate (Aldrich), and the mixture was stirred at ambient temperatures for three days. The mixture was concentrated and the residue was triturated with diethyl ether/petroleum ether. The solid was collected by filtration, air-dried, and then slurried with 100 mL of water. The solid was collected by vacuum filtration and the cake was sucked dry. The cake was then re... The reactants are FC(C(C(F)(F)F)(C=1C=CC2=C(CC[C@@H](CN2C([C@@H](C)C2=CC=CC=C2)=O)O)C1)OC([C@@H](C)C1=CC=CC=C1)=O)(F)F ((S)-2-phenyl-propionic acid 2,2,2-trifluoro-1-[(S)-3-hydroxy-1-((S)-2-phenyl-propionyl)-2,3,4,5-tetrahydro-1H-1-benzazepin-7-yl]-1-trifluoromethyl-ethyl ester), [OH-].[Na+] (NaOH), FC(C(C(F)(F)F)(C=1C=CC2=C(CC[C@@H](CN2C([C@@H](C)C2=CC=CC=C2)=O)OC2=CC(=CC=C2)CC(=O)OC)C1)OC([C@@H](C)C1=CC=CC=C1)=O)(F)F ((S)-2-phenyl-propionic acid 2,2,2-trifluoro-1-[(S)-3-(3-methoxycarbonylmethyl-phenoxy)-1-((S)-2-phenyl-propionyl)-2,3,4,5-tetrahydro-1H-1-benzazepin-7-yl]-1-trifluoromethyl-ethyl ester). Run in CO (MeOH). Reaction conditions: time 5 hour. Product: O[C@@H]1CN(C2=C(CC1)C=C(C=C2)C(C(F)(F)F)(C(F)(F)F)O)C([C@@H](C)C2=CC=CC=C2)=O ((S)-1-[(S)-3-Hydroxy-7-(2,2,2-trifluoro-1-hydroxy-1-trifluoromethyl-ethyl)-2,3,4,5-tetrahydro-1-benzazepin-1-yl]-2-phenyl-propan-1-one). RXN SMILES: [F:1][C:2]([F:42])([F:41])[C:3]([O:30]C(=O)[C@H](C1C=CC=CC=1)C)([C:8]1[CH:9]=[CH:10][C:11]2[N:17]([C:18](=[O:27])[C@H:19]([C:21]3[CH:26]=[CH:25][CH:24]=[CH:23][CH:22]=3)[CH3:20])[CH2:16][C@@H:15]([OH:28])[CH2:14][CH2:13][C:12]=2[CH:29]=1)[C:4]([F:7])([F:6])[F:5].FC(F)(F)C(OC(=O)[C@H](C1C=CC=CC=1)C)(C1C=CC2N(C(=O)[C@H](C3C=CC=CC=3)C)C[C@@H](OC3C=CC=C(CC(OC)=O)C=3)CCC=2C=1)C(F)(F)F.[OH-].[Na+]>CO>[OH:28][C@H:15]1[CH2:14][CH2:13][C:12]2[CH:29]=[C:8]([C:3]([OH:30])([C:2]([F:1])([F:41])[F:42])[C:4]([F:7])([F:5])[F:6])[CH:9]=[CH:10][C:11]=2[N:17]([C:18](=[O:27])[C@H:19]([C:21]2[CH:22]=[CH:23][CH:24]=[CH:25][CH:26]=2)[CH3:20])[CH2:16]1 |f:2.3|. Procedure details: To a solution of (S)-2-phenyl-propionic acid 2,2,2-trifluoro-1-[(S)-3-hydroxy-1-((S)-2-phenyl-propionyl)-2,3,4,5-tetrahydro-1H-1-benzazepin-7-yl]-1-trifluoromethyl-ethyl ester (15.0 mg, 0.025 mmol), which was prepared from Example 81 by a similar procedure as that used to prepare 101A, in MeOH (0.5 mL) was added 1N NaOH (0.05 mL, 0.05 mmol) and the mixture was stirred at rt for 5 h. The solvent was removed in vacuo and the residue was dissolved in THF and neutralized with 1N HCl. Volatiles were ... Reactants: NC1=C(N(C2=CC=C(C=C12)Cl)C(=O)OCC)C(C1=CC(=CC=C1)Cl)=O (Ethyl 3-amino-5-chloro-2-(3-chlorobenzoyl)-1H-indole-1-carboxylate), CS(=O)(=O)Cl (methanesulfonyl chloride). The product is ClC=1C=C2C(=C(NC2=CC1)C(C1=CC(=CC=C1)Cl)=O)NS(=O)(=O)C (N-[5-Chloro-2-(3-chlorobenzoyl)-1H-indol-3-yl]methanesulfonamide). Reaction SMILES: [NH2:1][C:2]1[C:10]2[C:5](=[CH:6][CH:7]=[C:8]([Cl:11])[CH:9]=2)[N:4](C(OCC)=O)[C:3]=1[C:17](=[O:25])[C:18]1[CH:23]=[CH:22][CH:21]=[C:20]([Cl:24])[CH:19]=1.[CH3:26][S:27](Cl)(=[O:29])=[O:28]>>[Cl:11][C:8]1[CH:9]=[C:10]2[C:5](=[CH:6][CH:7]=1)[NH:4][C:3]([C:17](=[O:25])[C:18]1[CH:23]=[CH:22][CH:21]=[C:20]([Cl:24])[CH:19]=1)=[C:2]2[NH:1][S:27]([CH3:26])(=[O:29])=[O:28]. Reported procedure: The title compound was prepared according to the procedure described in Example 38 from 3-amino-5-chloro-2-(3-chlorobenzoyl)-1-ethoxycarbonyl-1H-indole (step 1) and methanesulfonyl chloride.